Dataset: the Open Reaction Database (ORD), a public repository of structured organic reaction records. Task: describe an organic reaction: reactants, conditions, products, and yield Starting materials: ClCCl, CC(C)(C)ON=O, OCCC1(S)C2CC3CC(C2)CC1C3. Product: O=NSC1(CCO)C2CC3CC(C2)CC1C3. As a reaction SMILES: [Cl:22][CH2:23][Cl:24].[N:15](=[O:16])[O:17][C:18]([CH3:19])([CH3:20])[CH3:21].[SH:1][C:2]1([CH2:12][CH2:13][OH:14])[CH:3]2[CH2:4][CH:5]3[CH2:6][CH:7]([CH2:8][CH:9]1[CH2:10]3)[CH2:11]2>>[S:1]([C:2]1([CH2:12][CH2:13][OH:14])[CH:3]2[CH2:4][CH:5]3[CH2:6][CH:7]([CH2:8][CH:9]1[CH2:10]3)[CH2:11]2)[N:15]=[O:16]. Reactants: N(N)C1=C(C(=O)OC)C=CC=C1 (methyl 2-hydrazinylbenzoate), C1(CCCCC1)=O (cyclohexanone). Run in CC(=O)O (AcOH). Run at temperature 80 celsius. The product is C1(=CC=CC=2C=3CCCCC3NC12)C(=O)OC (methyl 6,7,8,9-tetrahydro-5H-carbazole-1-carboxylate). Yield: 57.0%. Reaction SMILES: [NH:1]([C:3]1[CH:12]=[CH:11][CH:10]=[CH:9][C:4]=1[C:5]([O:7][CH3:8])=[O:6])N.[C:13]1(=O)[CH2:18][CH2:17][CH2:16][CH2:15][CH2:14]1>CC(O)=O>[C:4]1([C:5]([O:7][CH3:8])=[O:6])[C:3]2[NH:1][C:14]3[CH2:15][CH2:16][CH2:17][CH2:18][C:13]=3[C:12]=2[CH:11]=[CH:10][CH:9]=1. Reported procedure: A 150-mL round-bottom flask was placed a solution of methyl 2-hydrazinylbenzoate (7.81 g, 1.00 equiv, 1%) in AcOH (70 mL). To this solution was added cyclohexanone (4.5 g, 45.92 mmol, 1.00 equiv) dropwise with stirring at 80° C. The resulting solution was heated to reflux for 2 hr in an oil bath. Upon completion, the reaction was then quenched with water (50 mL). The solids were collected by filtration and washed with H2O (2×50 mL) affording methyl 6,7,8,9-tetrahydro-5H-carbazole-1-carboxylate a... Starting materials: BrCc1ccc2ccccc2c1, CC(C)(C)OC(=O)N1CCC(c2ccc(OCC=CCOc3ccccc3)cc2)C(O)C1. The product is CC(C)(C)OC(=O)N1CCC(c2ccc(OCC=CCOc3ccccc3)cc2)C(OCc2ccc3ccccc3c2)C1. Reaction SMILES: [Br:33][CH2:34][c:35]1[cH:36][c:37]2[cH:38][cH:39][cH:40][cH:41][c:42]2[cH:43][cH:44]1.[OH:1][CH:2]1[CH2:3][N:4]([C:26](=[O:27])[O:28][C:29]([CH3:30])([CH3:31])[CH3:32])[CH2:5][CH2:6][CH:7]1[c:8]1[cH:9][cH:10][c:11]([O:14][CH2:15][CH:16]=[CH:17][CH2:18][O:19][c:20]2[cH:21][cH:22][cH:23][cH:24][cH:25]2)[cH:12][cH:13]1>>[O:1]([CH:2]1[CH2:3][N:4]([C:26](=[O:27])[O:28][C:29]([CH3:30])([CH3:31])[CH3:32])[CH2:5][CH2:6][CH:7]1[c:8]1[cH:9][cH:10][c:11]([O:14][CH2:15][CH:16]=[CH:17][CH2:18][O:19][c:20]2[cH:21][cH:22][cH:23][cH:24][cH:25]2)[cH:12][cH:13]1)[CH2:34][c:35]1[cH:36][c:37]2[cH:38][cH:39][cH:40][cH:41][c:42]2[cH:43][cH:44]1. The reactants are ClC1=CC=C(C2=C(C3=CC=CC=C3C=C12)C(=O)O)C(=O)O (4-chloro-anthracene-1,9-dicarboxylic acid), C(C)(=O)OC(C)=O (acetic anhydride). Reaction conditions: temperature 170 celsius, time 8 hour. Yields the product ClC=1C=CC2=C3C(=C4C=CC=CC4=CC13)C(OC2=O)=O (6-chloro-2-oxa-benzo[de]anthracene-1,3-dione). Isolated yield 93.0%. RXN SMILES: [Cl:1][C:2]1[C:15]2[C:6](=[C:7]([C:16]([OH:18])=[O:17])[C:8]3[C:13]([CH:14]=2)=[CH:12][CH:11]=[CH:10][CH:9]=3)[C:5]([C:19](O)=[O:20])=[CH:4][CH:3]=1.C(OC(=O)C)(=O)C>>[Cl:1][C:2]1[CH:3]=[CH:4][C:5]2[C:19](=[O:20])[O:18][C:16](=[O:17])[C:7]3=[C:8]4[C:13](=[CH:14][C:15]=1[C:6]=23)[CH:12]=[CH:11][CH:10]=[CH:9]4. Procedure: 4-chloro-anthracene-1,9-dicarboxylic acid (1.6 g, 5.35 mmol) was placed in a 50 ml flask and mixed with 25 ml of acetic anhydride. The mixture was refluxed under argon at 170° C. for six hours and left at room temperature overnight to crystallize. An orange precipitate was collected by filtration, washed five times with dry diethyl ether (15 ml), and dried under vacuum overnight. The yield was 93%. Starting materials: FC1=C(C=CC(=C1)OCCOC)NC=1OCC(C1C(=O)OCC)=O (ethyl 2-{[2-fluoro-4-(2-methoxyethoxy)phenyl]amino}-4-oxo-4,5-dihydrofuran-3-carboxylate), N1C=C(C2=CC=CN=C12)C=O (7-azaindole-3-carboxaldehyde), [OH-].[Na+] (sodium hydroxide). The solvent is Cl (hydrochloric acid), C(C)O (ethanol), C(C)O (ethanol), C(C)O (ethanol). Product: N1C=C(C=2C1=NC=CC2)C=C2C(C(=C(O2)NC2=C(C=C(C=C2)OCCOC)F)C(=O)OCC)=O (Ethyl 5-[(1H-pyrrolo[2,3-b]pyridin-3-yl)methylene]-2-{[2-fluoro-4-(2-methoxyethoxy)phenyl]amino}-4-oxo-4,5-dihydrofuran-3-carboxylate). The yield is 35.2%. As a reaction SMILES: [F:1][C:2]1[CH:7]=[C:6]([O:8][CH2:9][CH2:10][O:11][CH3:12])[CH:5]=[CH:4][C:3]=1[NH:13][C:14]1[O:15][CH2:16][C:17](=[O:24])[C:18]=1[C:19]([O:21][CH2:22][CH3:23])=[O:20].[NH:25]1[C:33]2[C:28](=[CH:29][CH:30]=[CH:31][N:32]=2)[C:27]([CH:34]=O)=[CH:26]1.[OH-].[Na+]>C(O)C.Cl>[NH:25]1[C:33]2=[N:32][CH:31]=[CH:30][CH:29]=[C:28]2[C:27]([CH:34]=[C:16]2[O:15][C:14]([NH:13][C:3]3[CH:4]=[CH:5][C:6]([O:8][CH2:9][CH2:10][O:11][CH3:12])=[CH:7][C:2]=3[F:1])=[C:18]([C:19]([O:21][CH2:22][CH3:23])=[O:20])[C:17]2=[O:24])=[CH:26]1 |f:2.3|. Procedure: To a solution of ethyl 2-{[2-fluoro-4-(2-methoxyethoxy)phenyl]amino}-4-oxo-4,5-dihydrofuran-3-carboxylate (0.011 g, 0.032 mmol) which similarly prepared according to the procedure described in the Example 29, First step and 7-azaindole-3-carboxaldehyde (0.0045 g, 0.031 mmol) in ethanol (0.2 mL), 2M hydrochloric acid in ethanol (0.016 mL, 0.032 mmol) was added at ambient temperature. The mixture was refluxed for 4 h. Cooled with ice bath, 2M sodium hydroxide solution (0.015 mL, 0.029 mmol) was ad... The reactants are C(C1=CC=CC=C1)NC1=C(C(=NC(=C1)C)O)[N+](=O)[O-] (4-benzylamino-6-methyl-3-nitro-pyridin-2-ol), P(=O)(Cl)(Cl)Cl (phosphorus oxychloride). Reagents/catalysts: [Cl-].C[N+](C)(C)C (tetramethylammonium chloride). Product: C(C1=CC=CC=C1)NC1=C(C(=NC(=C1)C)Cl)[N+](=O)[O-] (4-Benzylamino-6-methyl-3-nitro-2-chloro-pyridine). RXN SMILES: [CH2:1]([NH:8][C:9]1[CH:14]=[C:13]([CH3:15])[N:12]=[C:11](O)[C:10]=1[N+:17]([O-:19])=[O:18])[C:2]1[CH:7]=[CH:6][CH:5]=[CH:4][CH:3]=1.P(Cl)(Cl)([Cl:22])=O>[Cl-].C[N+](C)(C)C>[CH2:1]([NH:8][C:9]1[CH:14]=[C:13]([CH3:15])[N:12]=[C:11]([Cl:22])[C:10]=1[N+:17]([O-:19])=[O:18])[C:2]1[CH:7]=[CH:6][CH:5]=[CH:4][CH:3]=1 |f:2.3|. Procedure details: Heat a solution of 4-benzylamino-6-methyl-3-nitro-pyridin-2-ol (13.70 g, 52.8 mmol) and tetramethylammonium chloride (6.0 g, 52.8 mmol) to reflux in phosphorus oxychloride (15 mL) for 5 h. After cooling, remove the excess phosphorus oxychloride in vacuo. Triturate the residue in ice-water (400 mL) to obtain the title compound as a brown solid. The reactants are Cl (hydrochloric acid), FC1=C(C(=CC(=C1)F)F)CC(=O)OCC (ethyl 2,4,6-trifluorophenylacetate), C1(CCCCCC1)C(=O)Cl (cycloheptanecarboxylic acid chloride), C(C)(C)[N-]C(C)C.[Li+] (lithium diisopropylamide). The solvent is O1CCCC1 (tetrahydrofuran). Product: C1(CCCCCC1)C(C(C(=O)OCC)C1=C(C=C(C=C1F)F)F)=O (ethyl 3-cycloheptyl-3-oxo-2-(2,4,6-trifluorophenyl)propanoate). The yield is 59.9%. As a reaction SMILES: [F:1][C:2]1[CH:7]=[C:6]([F:8])[CH:5]=[C:4]([F:9])[C:3]=1[CH2:10][C:11]([O:13][CH2:14][CH3:15])=[O:12].C([N-]C(C)C)(C)C.[Li+].[CH:24]1([C:31](Cl)=[O:32])[CH2:30][CH2:29][CH2:28][CH2:27][CH2:26][CH2:25]1.Cl>O1CCCC1>[CH:24]1([C:31](=[O:32])[CH:10]([C:3]2[C:2]([F:1])=[CH:7][C:6]([F:8])=[CH:5][C:4]=2[F:9])[C:11]([O:13][CH2:14][CH3:15])=[O:12])[CH2:30][CH2:29][CH2:28][CH2:27][CH2:26][CH2:25]1 |f:1.2|. Procedure: A solution of ethyl 2,4,6-trifluorophenylacetate (436 mg, 2.0 mmol) in 3 mL of tetrahydrofuran is cooled to −78° C., and lithium diisopropylamide (2.0 M in heptane/tetrahydrofuran/ethylbenzene, 1.0 mL, 2.0 mmol) is added dropwise with stirring. The mixture is stirred at −78° C. for 1 h, and cycloheptanecarboxylic acid chloride (321 mg, 2.0 mmol) is added dropwise. The mixture is warmed to room temperature and acidified with 2 mL of 1.0 N hydrochloric acid. The product is extracted with ethyl ace... The reactants are COC(C(NC1=C(C=CC=C1)[N+](=O)[O-])CO)=O (N-(2-Nitrophenyl)-DL-serine methyl ester). The reagents and catalysts are [Pd] (palladium on carbon). The solvent is CO (methanol). Reaction conditions: time 3.5 hour. The product is OCC1C(NC2=CC=CC=C2N1)=O (3-Hydroxymethyl-1,2,3,4-tetrahydroquinoxalin-2-one). RXN SMILES: C[O:2][C:3](=O)[CH:4]([CH2:15][OH:16])[NH:5][C:6]1[CH:11]=[CH:10][CH:9]=[CH:8][C:7]=1[N+:12]([O-])=O>[Pd].CO>[OH:2][CH2:3][CH:4]1[NH:5][C:6]2[C:7](=[CH:8][CH:9]=[CH:10][CH:11]=2)[NH:12][C:15]1=[O:16]. Reported procedure: A mixture of N-(2-nitrophenyl)-DL-serine methyl ester (XI, EXAMPLE 286, 0.506 g, 4.30 g), palladium on carbon (10%, 506 g) and 150 ml of methanol is shaken under hydrogen at 40 psi for 3.5 hr. The catalyst is then removed by filtration and the filtrate is concentrated under reduced pressure. The residue is then chromatographed on silica gel (400 ml) using eluting with methanol/methylene chloride (6/94), the appropriate fractions are pooled and concentrated to give the title compound, NMR (CDCl3)...